From a dataset of the Open Reaction Database (ORD), a public repository of structured organic reaction records. describe an organic reaction: reactants, conditions, products, and yield Product: C(N)(=N)C1=CC=C2C(=CN(C2=C1)CC)CC1=C(C=C(C=C1)C(NCC=1C=NC=CC1)=O)C=1C(=CC(=CC1)C)C(=O)O (2′-(6-Carbamimidoyl-1-ethyl-1H-indol-3-ylmethyl)-4-methyl-5′-[(pyridin-3-ylmethyl)-carbamoyl]-biphenyl-2-carboxylic acid). As a reaction SMILES: C([O:8][C:9]([C:11]1[C:12]([C:18]2[CH:23]=[C:22]([C:24](=[O:33])[NH:25][CH2:26][C:27]3[CH:28]=[N:29][CH:30]=[CH:31][CH:32]=3)[CH:21]=[CH:20][C:19]=2[CH2:34][C:35]2[C:43]3[C:38](=[CH:39][C:40]([C:44]#[N:45])=[CH:41][CH:42]=3)[N:37]([CH2:46][CH3:47])[CH:36]=2)=[CH:13][CH:14]=[C:15]([CH3:17])[CH:16]=1)=[O:10])C1C=CC=CC=1.[NH2:48]CC1C=NC=CC=1>>[C:44]([C:40]1[CH:39]=[C:38]2[C:43]([C:35]([CH2:34][C:19]3[CH:20]=[CH:21][C:22]([C:24](=[O:33])[NH:25][CH2:26][C:27]4[CH:28]=[N:29][CH:30]=[CH:31][CH:32]=4)=[CH:23][C:18]=3[C:12]3[C:11]([C:9]([OH:8])=[O:10])=[CH:16][C:15]([CH3:17])=[CH:14][CH:13]=3)=[CH:36][N:37]2[CH2:46][CH3:47])=[CH:42][CH:41]=1)(=[NH:45])[NH2:48]. Reactants: C(C1=CC=CC=C1)OC(=O)C=1C(=CC=C(C1)C)C1=C(C=CC(=C1)C(NCC=1C=NC=CC1)=O)CC1=CN(C2=CC(=CC=C12)C#N)CC (2′-(6-cyano-1-ethyl-1H-indol-3-ylmethyl)-4-methyl-5′-[(pyridin-3-ylmethyl)-carbamoyl]-biphenyl-2-carboxylic acid benzyl ester), NCC=1C=NC=CC1 (3-aminomethylpyrdine). Procedure: Part E. 2′-(6-cyano-1-ethyl-1H-indol-3-ylmethyl)-4-methyl-5′-[(pyridin-3-ylmethyl)-carbamoyl]-biphenyl-2-carboxylic acid benzyl ester: The compound of Part D was coupled with 3-aminomethylpyrdine using the procedure described for Example 15, Part G to provide the amide in 88% yield. 1H NMR (500 MHz, CDCl3) δ ppm 1.38 (t, J=7.42 Hz, 3H) 2.41 (s, 3H) 3.79 (s, 2H) 4.04 (q, J=7.15 Hz, 2H) 4.60 (m, 2H) 4.94 (m, 2H) 6.29 (t, J=5.50 Hz, 1H) 6.67 (s, 1H) 6.97 (d, J=7.70 Hz, 1H) 7.03 (m, 2H) 7.16 (d, J=8... The yield is 88.0%. Starting materials: CC=1C=C(C=C(C1)C)CN1C2=CC=CC(=C2C=2C(=CC=CC12)O)C(=O)OC (9-[(3,5-dimethylphenyl)methyl]-4-hydroxy-5-carbomethoxy carbazole), [OH-].[NH4+] (ammonium hydroxide), Cl (HCl). Solvent: C(C)(=O)OCC (ethyl acetate), C1CCOC1 (THF). The product is CC=1C=C(C=C(C1)C)CN1C2=CC=CC(=C2C=2C(=CC=CC12)O)C(N)=O (9-[(3,5-dimethylphenyl)methyl]-4-hydroxy-5-carbamoyl carbazole). Yield: 47.0%. RXN SMILES: [CH3:1][C:2]1[CH:3]=[C:4]([CH2:9][N:10]2[C:22]3[CH:21]=[CH:20][CH:19]=[C:18]([OH:23])[C:17]=3[C:16]3[C:11]2=[CH:12][CH:13]=[CH:14][C:15]=3[C:24]([O:26]C)=O)[CH:5]=[C:6]([CH3:8])[CH:7]=1.Cl.[OH-].[NH4+:30]>C1COCC1.C(OCC)(=O)C>[CH3:1][C:2]1[CH:3]=[C:4]([CH2:9][N:10]2[C:22]3[CH:21]=[CH:20][CH:19]=[C:18]([OH:23])[C:17]=3[C:16]3[C:11]2=[CH:12][CH:13]=[CH:14][C:15]=3[C:24](=[O:26])[NH2:30])[CH:5]=[C:6]([CH3:8])[CH:7]=1 |f:2.3|. Procedure: A solution of the 9-[(3,5-dimethylphenyl)methyl]-4-hydroxy-5-carbomethoxy carbazole (200 mg, 0.55 mM) in 10 mL THF and 30 mL concentrated aqueous ammonium hydroxide was sonicated for 4 days at 40-50° C. The mixture was diluted with ethyl acetate and acidified to pH 2.5 with 5 N HCl. The aqueous layer was extracted three times with ethyl acetate. The combined organic extracts were washed with saturated brine, dried over magnesium sulfate, filtered, and concentrated. The residue was purified by co... Starting materials: N1CCOCC1 (morpholine), C([O-])([O-])=O.[K+].[K+] (potassium carbonate), C(CCCCCCCCCCC)(=O)Cl (dodecanoyl chloride), C(Cl)(Cl)Cl (chloroform). Solvent: O (water). Yields the product O=C(CCCCCCCCCCC)N1CCOCC1 (N-(1-Oxododecyl)morpholine). Reaction SMILES: [NH:1]1[CH2:6][CH2:5][O:4][CH2:3][CH2:2]1.C(=O)([O-])[O-].[K+].[K+].[C:13](Cl)(=[O:25])[CH2:14][CH2:15][CH2:16][CH2:17][CH2:18][CH2:19][CH2:20][CH2:21][CH2:22][CH2:23][CH3:24].C(Cl)(Cl)Cl>O>[O:25]=[C:13]([N:1]1[CH2:6][CH2:5][O:4][CH2:3][CH2:2]1)[CH2:14][CH2:15][CH2:16][CH2:17][CH2:18][CH2:19][CH2:20][CH2:21][CH2:22][CH2:23][CH3:24] |f:1.2.3|. Procedure: Example 1(A) was repeated using morpholine, potassium carbonate and dodecanoyl chloride in a biphasic mixture of chloroform and water followed by the usual workup to obtain the above product.